This data is from the Open Reaction Database (ORD), a public repository of structured organic reaction records. The task is: describe an organic reaction: reactants, conditions, products, and yield Reactants: FC1=NC=CC=C1C#C[Sn](CCCC)(CCCC)CCCC (2-fluoro-3-(tributylstannylethynyl)pyridine). The solvent is C1CCOC1 (THF), CCCCCC (hexane). Product: FC1=NC=CC=C1\C=C/[Sn](CCCC)(CCCC)CCCC (Z-2-fluoro-3-(2-tributylstannylethenyl)pyridine). The yield is 83.5%. RXN SMILES: [F:1][C:2]1[C:7]([C:8]#[C:9][Sn:10]([CH2:19][CH2:20][CH2:21][CH3:22])([CH2:15][CH2:16][CH2:17][CH3:18])[CH2:11][CH2:12][CH2:13][CH3:14])=[CH:6][CH:5]=[CH:4][N:3]=1>C1COCC1.CCCCCC>[F:1][C:2]1[C:7](/[CH:8]=[CH:9]\[Sn:10]([CH2:11][CH2:12][CH2:13][CH3:14])([CH2:19][CH2:20][CH2:21][CH3:22])[CH2:15][CH2:16][CH2:17][CH3:18])=[CH:6][CH:5]=[CH:4][N:3]=1. Reported procedure: To a suspension of Cp2ZrHCl (2.58 g) in dry THF (50 mL) was added 2-fluoro-3-(tributylstannylethynyl)pyridine (2.05 g). After 2 hours the mixture was diluted with hexane and filtered through a short silica gel column. Evaporation of the solvents gave Z-2-fluoro-3-(2-tributylstannylethenyl)pyridine as an oil (1.72 g). Starting materials: O=C([O-])[O-], ClCCl, O=C1CCC(O)(c2ccc(N3CCC3)nc2)CC1, O=C(CNC(=O)c1cccc(C(F)(F)F)c1)NC1CCNC1, [Na+], [Na+]. Yields the product O=C(CNC(=O)c1cccc(C(F)(F)F)c1)NC1CCN(C2CCC(O)(c3ccc(N4CCC4)nc3)CC2)C1. RXN SMILES: [C:41](=[O:42])([O-:43])[O-:44].[Cl:47][CH2:48][Cl:49].[N:1]1([c:5]2[cH:6][cH:7][c:8]([C:11]3([OH:18])[CH2:12][CH2:13][C:14](=[O:17])[CH2:15][CH2:16]3)[cH:9][n:10]2)[CH2:2][CH2:3][CH2:4]1.[NH:19]1[CH2:20][CH:21]([NH:24][C:25](=[O:26])[CH2:27][NH:28][C:29]([c:30]2[cH:31][c:32]([C:36]([F:37])([F:38])[F:39])[cH:33][cH:34][cH:35]2)=[O:40])[CH2:22][CH2:23]1.[Na+:45].[Na+:46]>>[N:1]1([c:5]2[cH:6][cH:7][c:8]([C:11]3([OH:18])[CH2:12][CH2:13][CH:14]([N:19]4[CH2:20][CH:21]([NH:24][C:25](=[O:26])[CH2:27][NH:28][C:29]([c:30]5[cH:31][c:32]([C:36]([F:37])([F:38])[F:39])[cH:33][cH:34][cH:35]5)=[O:40])[CH2:22][CH2:23]4)[CH2:15][CH2:16]3)[cH:9][n:10]2)[CH2:2][CH2:3][CH2:4]1.